This data is from the Open Reaction Database (ORD), a public repository of structured organic reaction records. The task is: describe an organic reaction: reactants, conditions, products, and yield Reactants: C(=O)(C(F)(F)F)O (TFA), C1=CC(=CC(=C1)Cl)C(=O)OO (m-CPBA), ice, CC(CO)(C)N1CCC(CC1)SC=1C=CC2=C(C3=NC(=CN3CCO2)C2=NC=CC=C2)C1 (2-Methyl-2-[4-(2-pyridin-2-yl-4,5-dihydro-6-oxa-1,3a-diazabenzo[e]azulen-9-ylsulfanyl)piperidin-1-yl]propan-1-ol). Solvent: C(Cl)Cl (DCM), C(Cl)Cl (DCM). Conditions: temperature 0 celsius, time 30 minute. The product is CC(CO)(C)N1CCC(CC1)S(=O)C=1C=CC2=C(C=3N(CCO2)C=C(N3)C3=NC=CC=C3)C1 (2-methyl-2-(4-(2-(pyridin-2-yl)-5,6-dihydrobenzo[f]imidazo[1,2-d][1,4]oxazepin-10-ylsulfinyl)piperidin-1-yl)propan-1-ol). Isolated yield 52.7%. RXN SMILES: [CH3:1][C:2]([N:6]1[CH2:11][CH2:10][CH:9]([S:12][C:13]2[CH:14]=[CH:15][C:16]3[O:25][CH2:24][CH2:23][N:22]4[C:18](=[N:19][C:20]([C:26]5[CH:31]=[CH:30][CH:29]=[CH:28][N:27]=5)=[CH:21]4)[C:17]=3[CH:32]=2)[CH2:8][CH2:7]1)([CH3:5])[CH2:3][OH:4].C(O)(C(F)(F)F)=[O:34].C1C=C(Cl)C=C(C(OO)=O)C=1>C(Cl)Cl>[CH3:5][C:2]([N:6]1[CH2:7][CH2:8][CH:9]([S:12]([C:13]2[CH:14]=[CH:15][C:16]3[O:25][CH2:24][CH2:23][N:22]4[CH:21]=[C:20]([C:26]5[CH:31]=[CH:30][CH:29]=[CH:28][N:27]=5)[N:19]=[C:18]4[C:17]=3[CH:32]=2)=[O:34])[CH2:10][CH2:11]1)([CH3:1])[CH2:3][OH:4]. Reported procedure: To an ice-cooled solution of 2-methyl-2-[4-(2-pyridin-2-yl-4,5-dihydro-6-oxa-1,3a-diazabenzo[e]azulen-9-ylsulfanyl)piperidin-1-yl]propan-1-ol from Example 3 (187 mg, 0.415 mmol) in DCM (20 mL) was added TFA (160 μL, 2.075 mmol) followed by a solution of m-CPBA (79 mg, 0.456 mmol) in DCM (2 mL). The resulting mixture was stirred for 30 min at 0° C. then volatiles were removed under reduced pressure. The crude material was purified by column chromatography (C18, gradient 10-30% MeOH in 0.5% TFA/H2... The reactants are C1(CC1)N[C@H]1[C@H](CN(CC1)C1=NC=C(C=C1)C(F)(F)F)F ((3S,4R)-cyclopropyl-(3-fluoro-5′-trifluoromethyl-3,4,5,6-tetrahydro-2H-[1,2′]bipyridinyl-4-yl)-amine), FC=1C=C(C(=O)O)C=CC1N1N=NN=C1 (3-fluoro-4-tetrazol-1-yl-benzoic acid). Yields the product C1(CC1)N(C(C1=CC(=C(C=C1)N1N=NN=C1)F)=O)[C@H]1[C@H](CN(CC1)C1=NC=C(C=C1)C(F)(F)F)F ((3S,4R)—N-Cyclopropyl-3-fluoro-N-(3-fluoro-5′-trifluoromethyl-3,4,5,6-tetrahydro-2H-[1,2′]bipyridinyl-4-yl)-4-tetrazol-1-yl-benzamide). RXN SMILES: [CH:1]1([NH:4][C@@H:5]2[CH2:10][CH2:9][N:8]([C:11]3[CH:16]=[CH:15][C:14]([C:17]([F:20])([F:19])[F:18])=[CH:13][N:12]=3)[CH2:7][C@@H:6]2[F:21])[CH2:3][CH2:2]1.[F:22][C:23]1[CH:24]=[C:25]([CH:29]=[CH:30][C:31]=1[N:32]1[CH:36]=[N:35][N:34]=[N:33]1)[C:26](O)=[O:27]>>[CH:1]1([N:4]([C@@H:5]2[CH2:10][CH2:9][N:8]([C:11]3[CH:16]=[CH:15][C:14]([C:17]([F:18])([F:20])[F:19])=[CH:13][N:12]=3)[CH2:7][C@@H:6]2[F:21])[C:26](=[O:27])[C:25]2[CH:29]=[CH:30][C:31]([N:32]3[CH:36]=[N:35][N:34]=[N:33]3)=[C:23]([F:22])[CH:24]=2)[CH2:2][CH2:3]1. Procedure: The title compound is prepared from (3S,4R)-cyclopropyl-(3-fluoro-5′-trifluoromethyl-3,4,5,6-tetrahydro-2H-[1,2′]bipyridinyl-4-yl)-amine and 3-fluoro-4-tetrazol-1-yl-benzoic acid following a procedure analogous to that described in Example 107. LC (method 19): tR=4.39 min; Mass spectrum (ESI+): m/z=494 [M+H]+. RXN SMILES: [CH3:37][C:38]#[N:39].[ClH:41].[Cu:43][Cl:44].[N:33]([O-:34])=[O:35].[NH2:1][c:2]1[c:3]([O:27][CH2:28][C:29]([F:30])([F:31])[F:32])[cH:4][c:5]([C:18]2([C:22](=[O:23])[O:24][CH2:25][CH3:26])[CH2:19][CH2:20][CH2:21]2)[cH:6][c:7]1-[c:8]1[cH:9][cH:10][c:11]([C:14]([F:15])([F:16])[F:17])[cH:12][cH:13]1.[Na+:36].[OH2:40].[OH2:42]>>[c:2]1([Cl:41])[c:3]([O:27][CH2:28][C:29]([F:30])([F:31])[F:32])[cH:4][c:5]([C:18]2([C:22](=[O:23])[O:24][CH2:25][CH3:26])[CH2:19][CH2:20][CH2:21]2)[cH:6][c:7]1-[c:8]1[cH:9][cH:10][c:11]([C:14]([F:15])([F:16])[F:17])[cH:12][cH:13]1. Reactants: CC#N, Cl, Cl[Cu], O=N[O-], CCOC(=O)C1(c2cc(OCC(F)(F)F)c(N)c(-c3ccc(C(F)(F)F)cc3)c2)CCC1, [Na+], O, O. Yields the product CCOC(=O)C1(c2cc(OCC(F)(F)F)c(Cl)c(-c3ccc(C(F)(F)F)cc3)c2)CCC1.